Dataset: the Open Reaction Database (ORD), a public repository of structured organic reaction records. Task: describe an organic reaction: reactants, conditions, products, and yield Reactants: Cl, [Li+], C1CCOC1, [OH-], O, COC(=O)CCC(=NOCc1ccc(OCc2cn3ccccc3n2)cc1)c1ccccc1. Yields the product O=C(O)CCC(=NOCc1ccc(OCc2cn3ccccc3n2)cc1)c1ccccc1. As a reaction SMILES: [ClH:37].[Li+:3].[O:38]1[CH2:39][CH2:40][CH2:41][CH2:42]1.[OH-:2].[OH2:1].[n:4]1[c:5]([CH2:13][O:14][c:15]2[cH:16][cH:17][c:18]([CH2:19][O:20][N:21]=[C:22]([CH2:23][CH2:24][C:25](=[O:26])[O:27][CH3:28])[c:29]3[cH:30][cH:31][cH:32][cH:33][cH:34]3)[cH:35][cH:36]2)[cH:6][n:7]2[c:8]1[cH:9][cH:10][cH:11][cH:12]2>>[n:4]1[c:5]([CH2:13][O:14][c:15]2[cH:16][cH:17][c:18]([CH2:19][O:20][N:21]=[C:22]([CH2:23][CH2:24][C:25](=[O:26])[OH:27])[c:29]3[cH:30][cH:31][cH:32][cH:33][cH:34]3)[cH:35][cH:36]2)[cH:6][n:7]2[c:8]1[cH:9][cH:10][cH:11][cH:12]2. The reactants are N1C=CC2=CC(=CC=C12)C(=O)O (1H-indole-5-carboxylic acid), N12CCCCCC2=NCCC1 (1,8-Diazabicyclo[5.4.0]undec-7-ene), IC (iodomethane). The solvent is C(C)#N (acetonitrile). Yields the product N1C=CC2=CC(=CC=C12)C(=O)OC (Methyl 1H-indole-5-carboxylate). Reaction SMILES: [NH:1]1[C:9]2[C:4](=[CH:5][C:6]([C:10]([OH:12])=[O:11])=[CH:7][CH:8]=2)[CH:3]=[CH:2]1.N12CCCN=C1CCCC[CH2:14]2.IC>C(#N)C>[NH:1]1[C:9]2[C:4](=[CH:5][C:6]([C:10]([O:12][CH3:14])=[O:11])=[CH:7][CH:8]=2)[CH:3]=[CH:2]1. Procedure: To a solution of 1H-indole-5-carboxylic acid (1 g, 6.2 mmol, 1.0 equiv) in acetonitrile (40 mL) were added 1,8-Diazabicyclo[5.4.0]undec-7-ene (1.1 mL, 7.4 mmol, 1.2 equiv) and iodomethane (2.3 mL, 37.2 mmol, 6 equiv). The solution was stirred under reflux overnight. The reaction mixture was concentrated in vacuo. The residue was dissolved in AcOEt, washed with a 0.5 N HCl aqueous solution, a saturated NaHCO3 solution and brine, dried over MgSO4 and concentrated in vacuo. The obtained oil was use... The reactants are ClC1=C(C=C(C=C1)Cl)[N+](=O)[O-] (2,5-dichloronitrobenzene), [Cl-].C(CCCCCCCCCCCCCCCCC)[N+](C)(C)C (octadecyltrimethylammonium chloride), [F-].[K+] (potassium fluoride). Product: FC1=C(C=C(C=C1)Cl)[N+](=O)[O-] (2-fluoro-5-chloronitrobenzene), ClC1=C(C=C(C=C1)Cl)[N+](=O)[O-] (2,5-dichloronitrobenzene). Isolated yield 29.7%. RXN SMILES: [Cl:1][C:2]1[CH:7]=[CH:6][C:5]([Cl:8])=[CH:4][C:3]=1[N+:9]([O-:11])=[O:10].[Cl-].C([N+](C)(C)C)CCCCCCCCCCCCCCCCC.[F-:35].[K+]>>[F:35][C:2]1[CH:7]=[CH:6][C:5]([Cl:8])=[CH:4][C:3]=1[N+:9]([O-:11])=[O:10].[Cl:1][C:2]1[CH:7]=[CH:6][C:5]([Cl:8])=[CH:4][C:3]=1[N+:9]([O-:11])=[O:10] |f:1.2,3.4|. Reported procedure: 2020 g (10.5 mol) of 2,5-dichloronitrobenzene, 70 g (0.2 mol) of octadecyltrimethylammonium chloride and 580 g (10.0 mol) of potassium fluoride were reacted analogously to Example 1. 936 g (72.3%, relative to 2,5-dichloronitrobenzene converted) of 2-fluoro-5-chloronitrobenzene and 600 g (29.7%, relative to 2,5-dichloronitrobenzene employed) of unreacted 2,5-dichloronitrobenzene were obtained. The reactants are ClC1=C(C(=CC=C1)Cl)CS(=O)(=O)C=1C=C2/C(/C(NC2=CC1)=O)=C/C1=C(C(=C(N1)C)C(=O)O)C (5-[5-(2,6-dichloro-phenylmethanesulfonyl)-2-oxo-1,2-dihydro-indol-(3Z)-ylidenemethyl]-2,4-dimethyl-1H-pyrrole-3-carboxylic acid), C=1C=CC2=C(C1)N=NN2O (HOBt), CCN=C=NCCCN(C)C.Cl (EDAC.HCl), COCCN (2-methoxy-ethylamine), TEA. Run in CN(C)C=O (DMF). Conditions: time 8 day. Yields the product COCCNC(=O)C1=C(NC(=C1C)\C=C\1/C(NC2=CC=C(C=C12)S(=O)(=O)CC1=C(C=CC=C1Cl)Cl)=O)C (5-[5-(2,6-Dichloro-phenylmethanesulfonyl)-2-oxo-1,2-dihydro-indol-(3Z)-ylidenemethyl]-2,4-dimethyl-1H-pyrrole-3-carboxylic acid (2-Methoxy-ethyl)-amide). RXN SMILES: [Cl:1][C:2]1[CH:7]=[CH:6][CH:5]=[C:4]([Cl:8])[C:3]=1[CH2:9][S:10]([C:13]1[CH:14]=[C:15]2[C:19](=[CH:20][CH:21]=1)[NH:18][C:17](=[O:22])/[C:16]/2=[CH:23]\[C:24]1[NH:28][C:27]([CH3:29])=[C:26]([C:30]([OH:32])=O)[C:25]=1[CH3:33])(=[O:12])=[O:11].C1C=CC2N(O)N=NC=2C=1.CCN=C=NCCCN(C)C.Cl.[CH3:56][O:57][CH2:58][CH2:59][NH2:60]>CN(C=O)C>[CH3:56][O:57][CH2:58][CH2:59][NH:60][C:30]([C:26]1[C:25]([CH3:33])=[C:24](/[CH:23]=[C:16]2\[C:17](=[O:22])[NH:18][C:19]3[C:15]\2=[CH:14][C:13]([S:10]([CH2:9][C:3]2[C:4]([Cl:8])=[CH:5][CH:6]=[CH:7][C:2]=2[Cl:1])(=[O:12])=[O:11])=[CH:21][CH:20]=3)[NH:28][C:27]=1[CH3:29])=[O:32] |f:2.3|. Procedure: To a mixture of 5-[5-(2,6-dichloro-phenylmethanesulfonyl)-2-oxo-1,2-dihydro-indol-(3Z)-ylidenemethyl]-2,4-dimethyl-1H-pyrrole-3-carboxylic acid (100 mg, 0.19 mmol), HOBt (31 mg, 1.2 eq.), EDAC.HCl (44 mg, 1.2 eq.) and 2-methoxy-ethylamine (35 mg, 1.1 eq.) in DMF (2 mL) was added TEA (0.066 mL, 2.5 eq.). After stirring at rt for 8 days, the reaction was concentrated, diluted with DCM, washed with sat. NaHCO3 and water, concentrated and purified on a silica gel column to give the titled compound a... The reactants are NC1=CC=C(C=C1)SC1=C(C=C(C=C1)NC(C1=CC=C(C=C1)F)=O)[N+](=O)[O-] (N-[4-(4-Amino-phenylsulfanyl)-3-nitro-phenyl]-4-fluoro-benzamide), N1=CC=CC=C1 (pyridine), ClC(=O)OCC(Cl)(Cl)Cl (2,2,2-trichloroethyl chloroformate), O (water). Run in ClCCl (dichloromethane). Conditions: time 16 hour. Product: ClC(COC(NC1=CC=C(C=C1)SC1=C(C=C(C=C1)NC(C1=CC=C(C=C1)F)=O)[N+](=O)[O-])=O)(Cl)Cl ({4-[4-(4-Fluoro-benzoylamino)-2-nitro-phenylsulfanyl]-phenyl}-carbamic acid 2,2,2-trichloro-ethyl ester). Reaction SMILES: [NH2:1][C:2]1[CH:7]=[CH:6][C:5]([S:8][C:9]2[CH:14]=[CH:13][C:12]([NH:15][C:16](=[O:24])[C:17]3[CH:22]=[CH:21][C:20]([F:23])=[CH:19][CH:18]=3)=[CH:11][C:10]=2[N+:25]([O-:27])=[O:26])=[CH:4][CH:3]=1.N1C=CC=CC=1.Cl[C:35]([O:37][CH2:38][C:39]([Cl:42])([Cl:41])[Cl:40])=[O:36].O>ClCCl>[Cl:40][C:39]([Cl:42])([Cl:41])[CH2:38][O:37][C:35](=[O:36])[NH:1][C:2]1[CH:7]=[CH:6][C:5]([S:8][C:9]2[CH:14]=[CH:13][C:12]([NH:15][C:16](=[O:24])[C:17]3[CH:22]=[CH:21][C:20]([F:23])=[CH:19][CH:18]=3)=[CH:11][C:10]=2[N+:25]([O-:27])=[O:26])=[CH:4][CH:3]=1. Procedure details: To a solution of Example 238c (0.85 g, 2.2 mmol) in dichloromethane (40 mL) was added pyridine (0.35 g, 4.4 mmol) and 2,2,2-trichloroethyl chloroformate (0.58 g, 2.7 mmol). The mixture was stirred at room temperature for 16 h. The reaction was poured into water. The aqueous phase was extracted with ethyl acetate (2×). The combined organic phases were washed with water, 5% HCl, brine, and dried over sodium sulfate, filtered and concentrated under vacuum giving the title compound. The residue was ...